This data is from the Open Reaction Database (ORD), a public repository of structured organic reaction records. The task is: describe an organic reaction: reactants, conditions, products, and yield Starting materials: N1N=CC=C1 (pyrazole), O=C1C(N=C(C2=C(N1)C=CC=C2)C2=CC=CC=C2)NC(=O)C2=NN(C(=C2C)NC(C2=C(C=CC=C2)Cl)=O)C2=NC=CC=C2 (4-methyl-5-(2-chloro-benzoylamino)-1-(pyridine-2-yl)-pyrazole-3-carboxylic acid (2-oxo-5-phenyl-2,3-dihydro-1H-benzo[e][1,4]diazepin-3-yl)amide), CC1C(CCCC1)NC(=O)C1=NNC(=C1Br)NC(C1=C(C=CC=C1)Cl)=O (4-Bromo-5-(2-chloro-benzoylamino)-1H-pyrazole-3-carboxylic acid (2-methyl-cyclohexyl)-amide), C(C)(=O)Cl (acetyl chloride). Yields the product N1(CCC(CC1)CCNC(=O)C1=NN(C(=C1)NC(C)=O)C1=CC=CC=C1)C1=CC=NC=C1 (5-acetylamino-1-phenyl-1H-pyrazole-3-carboxylic acid [2-(3,4,5,6-tetrahydro-2H-[1,4′]bipyridin-4-yl)-ethyl]amide). RXN SMILES: N1C=[CH:4][CH:3]=N1.CC1CCCCC1NC([C:16]1[C:20](Br)=[C:19]([NH:22][C:23](=O)[C:24]2[CH:29]=[CH:28][CH:27]=CC=2Cl)N[N:17]=1)=O.[C:32](Cl)(=O)C.O=[C:37]1NC2C=CC=CC=2C(C2C=CC=CC=2)=N[CH:38]1[NH:54][C:55]([C:57]1[C:61](C)=[C:60]([NH:63][C:64](=[O:72])[C:65]2C=CC=CC=2Cl)[N:59]([C:73]2[CH:78]=[CH:77][CH:76]=[CH:75]N=2)[N:58]=1)=[O:56]>>[N:22]1([C:19]2[CH:20]=[CH:16][N:17]=[CH:4][CH:3]=2)[CH2:23][CH2:24][CH:29]([CH2:37][CH2:38][NH:54][C:55]([C:57]2[CH:61]=[C:60]([NH:63][C:64](=[O:72])[CH3:65])[N:59]([C:73]3[CH:78]=[CH:77][CH:76]=[CH:75][CH:32]=3)[N:58]=2)=[O:56])[CH2:28][CH2:27]1. Reported procedure: The pyrazole acid, prepared as described in Procedure 8 using compound 188 (Procedure 41) in place of compound 20 and acetyl chloride in place of compound 21, was coupled to 2-(3,4,5,6-tetrahydro-2H-[1,4′]bipyridin-4-yl)ethylamine (prepared as described in Procedure 14) using the method of Procedure 10. Starting materials: N1(CCCCC1)[C@H]1CN(CC1)C=1SC2=C(N1)C=CC(=C2)B2OC(C(O2)(C)C)(C)C ((R)-2-(3-(piperidin-1-yl)pyrrolidin-1-yl)-6-(4,4,5,5-tetramethyl-1,3,2-dioxaborolan-2-yl)benzo[d]thiazole), BrC1=CC=CC(=N1)C(=O)OC (methyl 6-bromo-2-pyridinecarboxylate), C(=O)([O-])[O-].[K+].[K+] (K2CO3). The reagents and catalysts are Cl[Pd]([P](C1=CC=CC=C1)(C2=CC=CC=C2)C3=CC=CC=C3)([P](C4=CC=CC=C4)(C5=CC=CC=C5)C6=CC=CC=C6)Cl (bis(triphenylphosphine)palladium(II) chloride). The solvent is C(C)(C)(C)O (tert-butanol), C(Cl)Cl (CH2Cl2). Reaction conditions: temperature 80 celsius. Yields the product N1(CCCCC1)[C@H]1CN(CC1)C=1SC2=C(N1)C=CC(=C2)C2=CC=CC(=N2)C(=O)OC ((R)-methyl 6-(2-(3-(piperidin-1-yl)pyrrolidin-1-yl)benzo[d]thiazol-6-yl)picolinate), bis trifluoroacetate. Reaction SMILES: [N:1]1([C@@H:7]2[CH2:11][CH2:10][N:9]([C:12]3[S:13][C:14]4[CH:20]=[C:19](B5OC(C)(C)C(C)(C)O5)[CH:18]=[CH:17][C:15]=4[N:16]=3)[CH2:8]2)[CH2:6][CH2:5][CH2:4][CH2:3][CH2:2]1.Br[C:31]1[N:36]=[C:35]([C:37]([O:39][CH3:40])=[O:38])[CH:34]=[CH:33][CH:32]=1.C([O-])([O-])=O.[K+].[K+]>C(O)(C)(C)C.C(Cl)Cl.Cl[Pd](Cl)([P](C1C=CC=CC=1)(C1C=CC=CC=1)C1C=CC=CC=1)[P](C1C=CC=CC=1)(C1C=CC=CC=1)C1C=CC=CC=1>[N:1]1([C@@H:7]2[CH2:11][CH2:10][N:9]([C:12]3[S:13][C:14]4[CH:20]=[C:19]([C:31]5[N:36]=[C:35]([C:37]([O:39][CH3:40])=[O:38])[CH:34]=[CH:33][CH:32]=5)[CH:18]=[CH:17][C:15]=4[N:16]=3)[CH2:8]2)[CH2:6][CH2:5][CH2:4][CH2:3][CH2:2]1 |f:2.3.4,^1:57,76|. Reported procedure: A vial containing (R)-2-(3-(piperidin-1-yl)pyrrolidin-1-yl)-6-(4,4,5,5-tetramethyl-1,3,2-dioxaborolan-2-yl)benzo[d]thiazole (Example 64A, 30 mg, 0.072 mmol), methyl 6-bromo-2-pyridinecarboxylate (16 mg, 0.072 mmol), K2CO3 (30 mg, 0.22 mmol) and bis(triphenylphosphine)palladium(II) chloride (5 mg, 7 μmol) in tert-butanol (0.5 mL) was heated to 80° C. for 1 hour and cooled. The mixture was diluted with CH2Cl2 (5 mL), filtered, and concentrated. The residue was purified by preparative HPLC on a Phe... Reactants: [N+](=O)([O-])C1=CC=C(COC(=O)NCC[C@@H](C(=O)N2CCNCC2)O)C=C1 (1-((2S)-4-(p-nitrobenzyloxycarbonyl)amino-2-hydroxybutyryl)piperazine), ON1N=NC2=C1C=CC=C2 (N-hydroxybenzotriazole), C1(CCCCC1)N=C=NC1CCCCC1 (dicyclohexylcarbodiimide), C(C1=CC=CC=C1)(=O)S[C@H]1C[C@H](N(C1)C(=O)OCC1=CC=C(C=C1)[N+](=O)[O-])C(=O)O ((2S,4S)-4-benzoylthio-1-(p-nitrobenzyloxycarbonyl)proline). The solvent is C(C)N(CC)CC (triethylamine), O1CCCC1 (tetrahydrofuran), C(C)(=O)OCC (ethyl acetate). The product is C(C1=CC=CC=C1)(=O)S[C@H]1C[C@H](N(C1)C(=O)OCC1=CC=C(C=C1)[N+](=O)[O-])C(=O)N1CCN(CC1)C([C@H](CCNC(=O)OCC1=CC=C(C=C1)[N+](=O)[O-])O)=O ((2S,4S)-4-benzoylthio-1-(p-nitrobenzyloxycarbonyl) -2-((1-((2S)-4-(p-nitrobenzyloxycarbonyl) amino-2-hydroxybutyryl)piperazine-4-yl)carbonyl)pyrrolidine). As a reaction SMILES: [C:1]([S:9][C@@H:10]1[CH2:14][N:13]([C:15]([O:17][CH2:18][C:19]2[CH:24]=[CH:23][C:22]([N+:25]([O-:27])=[O:26])=[CH:21][CH:20]=2)=[O:16])[C@H:12]([C:28]([OH:30])=O)[CH2:11]1)(=[O:8])[C:2]1[CH:7]=[CH:6][CH:5]=[CH:4][CH:3]=1.ON1C2C=CC=CC=2N=N1.C1(N=C=NC2CCCCC2)CCCCC1.[N+:56]([C:59]1[CH:81]=[CH:80][C:62]([CH2:63][O:64][C:65]([NH:67][CH2:68][CH2:69][C@H:70]([OH:79])[C:71]([N:73]2[CH2:78][CH2:77][NH:76][CH2:75][CH2:74]2)=[O:72])=[O:66])=[CH:61][CH:60]=1)([O-:58])=[O:57]>O1CCCC1.C(OCC)(=O)C.C(N(CC)CC)C>[C:1]([S:9][C@@H:10]1[CH2:14][N:13]([C:15]([O:17][CH2:18][C:19]2[CH:24]=[CH:23][C:22]([N+:25]([O-:27])=[O:26])=[CH:21][CH:20]=2)=[O:16])[C@H:12]([C:28]([N:76]2[CH2:75][CH2:74][N:73]([C:71](=[O:72])[C@@H:70]([OH:79])[CH2:69][CH2:68][NH:67][C:65]([O:64][CH2:63][C:62]3[CH:80]=[CH:81][C:59]([N+:56]([O-:58])=[O:57])=[CH:60][CH:61]=3)=[O:66])[CH2:78][CH2:77]2)=[O:30])[CH2:11]1)(=[O:8])[C:2]1[CH:3]=[CH:4][CH:5]=[CH:6][CH:7]=1. Reported procedure: A 1.04 g portion of (2S,4S)-4-benzoylthio-1-(p-nitrobenzyloxycarbonyl)proline was dissolved in 20 ml of tetrahydrofuran, and, with cooling on an ice bath, 0.55 g of N-hydroxybenzotriazole and 1.49 g of dicyclohexylcarbodiimide were added to the solution, followed by 1 hour of reaction with stirring at room temperature. To the solution were added 0.88 g of 1-((2S)-4-(p-nitrobenzyloxycarbonyl)amino-2-hydroxybutyryl)piperazine and 0.49 g of triethylamine, followed by 1 hour of reaction at room temp... The reactants are NC1=C(C=C(C#N)C=C1C)Cl (4-Amino-3-chloro-5-methyl-benzonitrile), CO (MeOH). Solvent: C1CCOC1 (THF). Reaction conditions: time 3 hour. Yields the product NCC1=CC(=C(C(=C1)C)N)Cl (4-Aminomethyl-2-chloro-6-methyl-phenylamine). Yield: 3.8%. As a reaction SMILES: [NH2:1][C:2]1[C:9]([CH3:10])=[CH:8][C:5]([C:6]#[N:7])=[CH:4][C:3]=1[Cl:11].CO>C1COCC1>[NH2:7][CH2:6][C:5]1[CH:8]=[C:9]([CH3:10])[C:2]([NH2:1])=[C:3]([Cl:11])[CH:4]=1. Procedure: 4-Amino-3-chloro-5-methyl-benzonitrile (499.4 mg, 3.00 mmol) and Borane-THF complex (4 eq, 12.04 mmol, 12.04 ml) were added in THF. The reaction mixture was stirred for 3 hrs in reflux. After confirming the completion of the reaction, MeOH was added slowly added in the mixture. MeOH was removed in vacuo. The residue was extracted with ethyl acetate. A combined organic layer was washed with H2O and brine, dried with Na2SO4, concentrated in vacuo to yield 4-Aminomethyl-2-chloro-6-methyl-phenylamin... The reactants are hydrochloride salt, CC1=CC=C(C=C1)S(=O)(=O)OCC1OC2=C(C1)C=C(C=C2C2=C(C=CC=C2Cl)Cl)F ([5-fluoro-7-(2,6-dichlorophenyl)-2,3-dihydro-1-benzofuran-2-yl]methyl 4-methylbenzenesulfonate), NCC1CC1 ((aminomethyl)cyclopropane). Product: C1(CC1)CNCC1OC2=C(C1)C=C(C=C2C2=C(C=CC=C2Cl)Cl)F ((±)-1-cyclopropyl-N-{[7-(2,6-dichlorophenyl)-5-fluoro-2,3-dihydro-1-benzofuran-2-yl]methyl}methanamine). As a reaction SMILES: CC1C=CC(S(O[CH2:12][CH:13]2[CH2:17][C:16]3[CH:18]=[C:19]([F:30])[CH:20]=[C:21]([C:22]4[C:27]([Cl:28])=[CH:26][CH:25]=[CH:24][C:23]=4[Cl:29])[C:15]=3[O:14]2)(=O)=O)=CC=1.[NH2:31][CH2:32][CH:33]1[CH2:35][CH2:34]1>>[CH:33]1([CH2:32][NH:31][CH2:12][CH:13]2[CH2:17][C:16]3[CH:18]=[C:19]([F:30])[CH:20]=[C:21]([C:22]4[C:23]([Cl:29])=[CH:24][CH:25]=[CH:26][C:27]=4[Cl:28])[C:15]=3[O:14]2)[CH2:35][CH2:34]1. Procedure: The title compound was prepared (0.066 g, 54%) following the general procedure of Example 390 as a white solid, hydrochloride salt from (±)-([5-fluoro-7-(2,6-dichlorophenyl)-2,3-dihydro-1-benzofuran-2-yl]methyl 4-methylbenzenesulfonate (0.14 g, 0.30 mmol) and (aminomethyl)cyclopropane (0.21 g, 3.0 mmol). mp 130-133° C. Starting materials: COC(=O)c1ccc(OCc2c(-c3ccccc3F)noc2C)nc1, C[Al](C)C, NCC(F)(F)F, C1COCCO1, O. Yields the product Cc1onc(-c2ccccc2F)c1COc1ccc(C(=O)NCC(F)(F)F)cn1. As a reaction SMILES: [CH3:11][O:12][C:13]([c:14]1[cH:15][n:16][c:17]([O:20][CH2:21][c:22]2[c:23](-[c:28]3[c:29]([F:34])[cH:30][cH:31][cH:32][cH:33]3)[n:24][o:25][c:26]2[CH3:27])[cH:18][cH:19]1)=[O:35].[CH3:1][Al:2]([CH3:3])[CH3:4].[F:5][C:6]([CH2:7][NH2:8])([F:9])[F:10].[O:37]1[CH2:38][CH2:39][O:40][CH2:41][CH2:42]1.[OH2:36]>>[F:5][C:6]([CH2:7][NH:8][C:13](=[O:12])[c:14]1[cH:15][n:16][c:17]([O:20][CH2:21][c:22]2[c:23](-[c:28]3[c:29]([F:34])[cH:30][cH:31][cH:32][cH:33]3)[n:24][o:25][c:26]2[CH3:27])[cH:18][cH:19]1)([F:9])[F:10].